Dataset: the Open Reaction Database (ORD), a public repository of structured organic reaction records. Task: describe an organic reaction: reactants, conditions, products, and yield Starting materials: C(C)OC(C1=CC(=C(C=C1)C)N)=O (3-amino-4-methyl-benzoic acid ethyl ester), NN (hydrazine). The solvent is CCO (EtOH). The product is NC=1C=C(C(=O)NN)C=CC1C (3-amino-4-methyl-benzoic acid hydrazide). Reaction SMILES: C([O:3][C:4](=O)[C:5]1[CH:10]=[CH:9][C:8]([CH3:11])=[C:7]([NH2:12])[CH:6]=1)C.[NH2:14][NH2:15]>CCO>[NH2:12][C:7]1[CH:6]=[C:5]([CH:10]=[CH:9][C:8]=1[CH3:11])[C:4]([NH:14][NH2:15])=[O:3]. Procedure details: To a solution of 3-amino-4-methyl-benzoic acid ethyl ester (10 g) in EtOH (25 mL) was added anhydrous hydrazine (20 mL) dropwise over 45 min at rt. The reaction was stirred at rt. overnight, then concentrated to afford 3-amino-4-methyl-benzoic acid hydrazide (10 g) as a yellow solid. The hydrazide (500 mg) was dissolved in THF (5 mL) and TMS-isocycanate (0.41 mL) was added. After 2-3 h, HPLC analysis indicated 50-60% conversion of the hydrazide. No further conversion was found after 3 days at rt... Yields the product CC(C)Oc1ccc2c(c1)N(C)C(=O)N(c1ccc(C(F)(F)F)cc1)S2(=O)=O. RXN SMILES: [C:26](=[O:27])([O-:28])[O-:29].[CH:37]([N:38]([CH3:39])[CH3:40])=[O:41].[I:32][CH:33]([CH3:34])[CH3:35].[K+:30].[K+:31].[OH2:36].[OH:1][c:2]1[cH:3][cH:4][c:5]2[c:6]([cH:25]1)[N:7]([CH3:24])[C:8](=[O:23])[N:9]([c:13]1[cH:14][cH:15][c:16]([C:19]([F:20])([F:21])[F:22])[cH:17][cH:18]1)[S:10]2(=[O:11])=[O:12]>>[O:1]([c:2]1[cH:3][cH:4][c:5]2[c:6]([cH:25]1)[N:7]([CH3:24])[C:8](=[O:23])[N:9]([c:13]1[cH:14][cH:15][c:16]([C:19]([F:20])([F:21])[F:22])[cH:17][cH:18]1)[S:10]2(=[O:11])=[O:12])[CH:33]([CH3:34])[CH3:35]. Starting materials: O=C([O-])[O-], CN(C)C=O, CC(C)I, [K+], [K+], O, CN1C(=O)N(c2ccc(C(F)(F)F)cc2)S(=O)(=O)c2ccc(O)cc21. Reactants: C(#N)C=1C=C2C(=C(C(=NC2=CC1)CC(C)C)CNC(OC(C)(C)C)=O)C1=CC=C(C=C1)C (tert-butyl [6-cyano-2-isobutyl-4-(4-methylphenyl)quinolin-3-yl]methylcarbamate), [N-]=[N+]=[N-].[Na+] (sodium azide), [Cl-].[NH4+] (ammonium chloride). Solvent: CS(=O)C (dimethyl sulfoxide). Conditions: temperature 70 celsius, time 2 day. Product: C(C(C)C)C1=NC2=CC=C(C=C2C(=C1CNC(OC(C)(C)C)=O)C1=CC=C(C=C1)C)C=1N=NNN1 (tert-butyl [2-isobutyl-4-(4-methylphenyl)-6-(2H-tetrazol-5-yl)quinolin-3-yl]methylcarbamate). Isolated yield 57.4%. As a reaction SMILES: [C:1]([C:3]1[CH:4]=[C:5]2[C:10](=[CH:11][CH:12]=1)[N:9]=[C:8]([CH2:13][CH:14]([CH3:16])[CH3:15])[C:7]([CH2:17][NH:18][C:19](=[O:25])[O:20][C:21]([CH3:24])([CH3:23])[CH3:22])=[C:6]2[C:26]1[CH:31]=[CH:30][C:29]([CH3:32])=[CH:28][CH:27]=1)#[N:2].[N-:33]=[N+:34]=[N-:35].[Na+].[Cl-].[NH4+]>CS(C)=O>[CH2:13]([C:8]1[C:7]([CH2:17][NH:18][C:19](=[O:25])[O:20][C:21]([CH3:24])([CH3:23])[CH3:22])=[C:6]([C:26]2[CH:31]=[CH:30][C:29]([CH3:32])=[CH:28][CH:27]=2)[C:5]2[C:10](=[CH:11][CH:12]=[C:3]([C:1]3[N:33]=[N:34][NH:35][N:2]=3)[CH:4]=2)[N:9]=1)[CH:14]([CH3:15])[CH3:16] |f:1.2,3.4|. Reported procedure: A mixture of tert-butyl [6-cyano-2-isobutyl-4-(4-methylphenyl)quinolin-3-yl]methylcarbamate (0.60 g, 1.4 mmol), sodium azide (0.18 g, 2.8 mmol), ammonium chloride (0.30 g, 3.6 mmol) and dimethyl sulfoxide (810 ml) was stirred at 70° C. for 2 days. The reaction mixture was partitioned between ethyl acetate and 0.1N hydrochloric acid. The organic layer was washed with saturated brine, dried over anhydrous magnesium sulfate and concentrated under reduced pressure. The residue was crystallized from ... Reactants: BrC1=C(C=C(C=C1)C(N)=S)C (4-bromo-3-methylbenzenecarbothioamide), NOS(=O)(=O)O (hydroxylamine-O-sulphonic acid), CO (methanol), N1=CC=CC=C1 (pyridine). Run in COC(C)(N(C)C)OC (dimethylacetamide dimethyl acetal), ClCCl (dichloromethane). Conditions: time 16 hour. The product is BrC1=C(C=C(C=C1)C1=NC(=NS1)C)C (5-(4-Bromo-3-methylphenyl)-3-methyl-1,2,4-thiadiazole). Reaction SMILES: [Br:1][C:2]1[CH:7]=[CH:6][C:5]([C:8](=[S:10])[NH2:9])=[CH:4][C:3]=1[CH3:11].NOS(O)(=O)=O.CO.[N:20]1C=CC=[CH:22][CH:21]=1>COC(OC)(N(C)C)C.ClCCl>[Br:1][C:2]1[CH:7]=[CH:6][C:5]([C:8]2[S:10][N:20]=[C:21]([CH3:22])[N:9]=2)=[CH:4][C:3]=1[CH3:11]. Reported procedure: A solution of 4-bromo-3-methylbenzenecarbothioamide (1.20 g) in dimethylacetamide dimethyl acetal (2 ml) and dichloromethane (30 ml) was stirred under nitrogen at room temperature for 7 h. The solvent was evaporated in vacuo to give a dark brown oil to which was added hydroxylamine-O-sulphonic acid (0.88 g), methanol (20 ml) and pyridine (0.83 ml) and the mixture stirred at room temperature under nitrogen for 16 h. After evaporation, aqueous potassium carbonate was added and the mixture was extr...